describe an organic reaction: reactants, conditions, products, and yield From a dataset of the Open Reaction Database (ORD), a public repository of structured organic reaction records. Starting materials: O=C([O-])[O-], ClCCl, [K+], [K+], O, O=S(Cl)Cl, OC1(c2cnccn2)CN2CCC1CC2. Yields the product C1=C(c2cnccn2)C2CCN1CC2. Reaction SMILES: [C:21](=[O:22])([O-:23])[O-:24].[Cl:27][CH2:28][Cl:29].[K+:25].[K+:26].[OH2:20].[S:1]([Cl:2])([Cl:3])=[O:4].[n:5]1[c:6]([C:11]2([OH:19])[CH2:12][N:13]3[CH2:14][CH2:15][CH:16]2[CH2:17][CH2:18]3)[cH:7][n:8][cH:9][cH:10]1>>[n:5]1[c:6]([C:11]2=[CH:12][N:13]3[CH2:14][CH2:15][CH:16]2[CH2:17][CH2:18]3)[cH:7][n:8][cH:9][cH:10]1. The reactants are O (water), COC1(CC1)C(=O)CC1=CC=C(C=C1)F (4-fluorobenzyl 1-methoxycyclopropyl ketone), [I-].C[S+](=O)(C)C (trimehylsulphoxonium iodide), [H-].[Na+] (sodium hydride). Run in CS(=O)C (dimethyl sulphoxide), CS(=O)C (dimethyl sulphoxide). The product is FC1=CC=C(CC2(OC2)C2(CC2)OC)C=C1 (2-(4-fluoro-benzyl)-2-(1-methoxy-cyclopropyl)-oxirane). The yield is 70.3%. Reaction SMILES: [I-].[CH3:2][S+](C)(C)=O.[H-].[Na+].[CH3:9][O:10][C:11]1([C:14]([CH2:16][C:17]2[CH:22]=[CH:21][C:20]([F:23])=[CH:19][CH:18]=2)=[O:15])[CH2:13][CH2:12]1.O>CS(C)=O>[F:23][C:20]1[CH:21]=[CH:22][C:17]([CH2:16][C:14]2([C:11]3([O:10][CH3:9])[CH2:13][CH2:12]3)[CH2:2][O:15]2)=[CH:18][CH:19]=1 |f:0.1,2.3|. Procedure details: 15 ml of absolute dimethyl sulphoxide are added dropwise at 10° C. under a nitrogen atmosphere to a mixture of 2.2 g (10 mmol) of trimehylsulphoxonium iodide and 0.4 g (13 mmol) of sodium hydride (80% pure). After addition is complete, the mixture is allowed to warm to room temperature in the course of 10 minutes and a solution of 2 g (9.6 mmol) of 4-fluorobenzyl 1-methoxycyclopropyl ketone in 10 ml of absolute dimethyl sulphoxide is then added dropwise with stirring. The reaction mixture is the... The reactants are FC(C(=O)N1CCC2=C(CC1)C=C(C(=C2)[N+](=O)[O-])OC)(F)F (2,2,2-trifluoro-1-(7-methoxy-8-nitro-1,2,4,5-tetrahydro-benzo[d]azepin-3-yl)-ethanone). The reagents and catalysts are [Pd] (palladium). The solvent is CO (methanol). Run at time 30 minute. Yields the product NC1=CC2=C(CCN(CC2)C(C(F)(F)F)=O)C=C1OC (1-(7-amino-8-methoxy-1,2,4,5-tetrahydro-benzo[d]azepin-3-yl)-2,2,2-trifluoro-ethanone). Reaction SMILES: [F:1][C:2]([F:22])([F:21])[C:3]([N:5]1[CH2:11][CH2:10][C:9]2[CH:12]=[C:13]([O:19][CH3:20])[C:14]([N+:16]([O-])=O)=[CH:15][C:8]=2[CH2:7][CH2:6]1)=[O:4]>CO.[Pd]>[NH2:16][C:14]1[C:13]([O:19][CH3:20])=[CH:12][C:9]2[CH2:10][CH2:11][N:5]([C:3](=[O:4])[C:2]([F:1])([F:21])[F:22])[CH2:6][CH2:7][C:8]=2[CH:15]=1. Procedure details: To a solution of 2,2,2-trifluoro-1-(7-methoxy-8-nitro-1,2,4,5-tetrahydro-benzo[d]azepin-3-yl)-ethanone in methanol was added palladium 10% wt on Carbon (50% wet). The mixture was shaken in a Parr apparatus under an atmosphere of Hydrogen (50 PSI) for 30 minutes. Filtration through Celite and evaporation of the solvent provided quantitatively 1-(7-amino-8-methoxy-1,2,4,5-tetrahydro-benzo[d]azepin-3-yl)-2,2,2-trifluoro-ethanone, which was used without further purification. 1H-NMR (CDCl3; amide rot... The reactants are CC1(OCC(CO1)(CNC1=CC=C(C=C1)CCCCCCCC)NC(OC(C)(C)C)=O)C (tert-Butyl 2,2-dimethyl-5-((4-octylphenylamino)methyl)-1,3-dioxan-5-ylcarbamate). Solvent: FC(C(=O)O)(F)F (trifluoroacetic acid), C(Cl)Cl (CH2Cl2), CO (methanol). The product is NC(CO)(CO)CNC1=CC=C(C=C1)CCCCCCCC (2-Amino-2-((4-octylphenylamino)methyl)propane-1,3-diol). Yield: 82.2%. Reaction SMILES: CC1(C)[O:7][CH2:6][C:5]([NH:24]C(=O)OC(C)(C)C)([CH2:8][NH:9][C:10]2[CH:15]=[CH:14][C:13]([CH2:16][CH2:17][CH2:18][CH2:19][CH2:20][CH2:21][CH2:22][CH3:23])=[CH:12][CH:11]=2)[CH2:4][O:3]1>FC(F)(F)C(O)=O.C(Cl)Cl.CO>[NH2:24][C:5]([CH2:8][NH:9][C:10]1[CH:11]=[CH:12][C:13]([CH2:16][CH2:17][CH2:18][CH2:19][CH2:20][CH2:21][CH2:22][CH3:23])=[CH:14][CH:15]=1)([CH2:6][OH:7])[CH2:4][OH:3]. Procedure: A solution of a product of Step A (0.32 g; 0.71 mmol) in 60% trifluoroacetic acid in CH2Cl2 (4 ml) was stirred for 15 min at room temperature then diluted to 6 ml with methanol (MeOH). The resulting mixture was evaporated to dryness under reduced pressure and the residue dried in vacuo for 1 h. This was purified by flash column chromatography (FCC) (SiO2; CH2Cl2 saturated with NH4OH:MeOH 95:5), to give pure title compound (0.18 g; 82%), as colourless solid. 1H-NMR (CDCl3) 0.86 (tr, 2H, J=6.96 Hz... The reactants are [Al+3].[Cl-].[Cl-].[Cl-] (AlCl3), C1=CC=CC=2OC3=C(C21)C=CC=C3 (dibenzofuran), C(C)(=O)Cl (acetyl chloride). Solvent: C(Cl)Cl (DCM). Run at temperature 0 celsius, time 2.5 hour. Product: C1=C(C=CC=2OC3=C(C21)C=CC=C3)CC=O (dibenzofuran-2-ylethan-2-one). RXN SMILES: [CH:1]1[C:9]2[C:8]3[CH:10]=[CH:11][CH:12]=[CH:13][C:7]=3[O:6][C:5]=2[CH:4]=[CH:3][CH:2]=1.[Al+3].[Cl-].[Cl-].[Cl-].[C:18](Cl)(=[O:20])[CH3:19]>C(Cl)Cl>[CH:1]1[C:9]2[C:8]3[CH:10]=[CH:11][CH:12]=[CH:13][C:7]=3[O:6][C:5]=2[CH:4]=[CH:3][C:2]=1[CH2:19][CH:18]=[O:20] |f:1.2.3.4|. Procedure details: A solution of dibenzofuran (0.5 mmol) in anhydrous DCM was cooled to 0° C. AlCl3 (1.5 eq., 0.75 mmol) was added followed by a slow addition of acetyl chloride (1.5 eq., 0.75 mmol). The reaction mixture was stirred at 0° C. for 2-3 h or until the completion of reaction. The product was extracted with DCM and washed with saturated sodium bicarbonate solution. The organic layer was dried over anhydrous sodium sulfate and concenterated in vacuo to give dibenzofuran-2-ylethan-2-one. Reactants: BrC1=C(C=C(C=C1)OC1=CC=CC=C1)Cl (1-Bromo-2-chloro-4-phenoxybenzene), OC=1C=C(C=CC1)/C(=C(/C=1C=C2C=NN(C2=CC1)C1OCCCC1)\C1=CC=C(C=C1)/C=C/C(=O)OCC)/CC ((E)-ethyl 3-(4-((E)-2-(3-hydroxyphenyl)-1-(1-(tetrahydro-2H-pyran-2-yl)-1H-indazol-5-yl)but-1-en-1-yl)phenyl)acrylate), OC=1C=C(C=CC1)/C(=C(/C=1C=C2C=NN(C2=CC1)C1OCCCC1)\C1=CC=C(C=C1)/C=C/C(=O)OCC)/CC ((E)-ethyl 3-(4-((E)-2-(3-hydroxyphenyl)-1-(1-(tetrahydro-2H-pyran-2-yl)-1H-indazol-5-yl)but-1-en-1-yl)phenyl)acrylate), CC1=CC=C(C=N1)B(O)O ((6-methylpyridin-3-yl)boronic acid). Yields the product N1N=CC2=CC(=CC=C12)\C(=C(/CC)\C1=CC(=CC=C1)OC=1C=NC(=CC1)C)\C1=CC=C(C=C1)/C=C/C(=O)O ((E)-3-(4-((E)-1-(1H-Indazol-5-yl)-2-(3-((6-methylpyridin-3-yl)oxy)phenyl)but-1-en-1-yl)phenyl)acrylic acid). Reaction SMILES: [OH:1][C:2]1[CH:3]=[C:4](/[C:8](/[CH2:38][CH3:39])=[C:9](\[C:25]2[CH:30]=[CH:29][C:28](/[CH:31]=[CH:32]/[C:33]([O:35]CC)=[O:34])=[CH:27][CH:26]=2)/[C:10]2[CH:11]=[C:12]3[C:16](=[CH:17][CH:18]=2)[N:15](C2CCCCO2)[N:14]=[CH:13]3)[CH:5]=[CH:6][CH:7]=1.[CH3:40][C:41]1[N:46]=[CH:45][C:44](B(O)O)=[CH:43][CH:42]=1.BrC1C=CC(OC2C=CC=CC=2)=CC=1Cl>>[NH:15]1[C:16]2[C:12](=[CH:11][C:10](/[C:9](/[C:25]3[CH:26]=[CH:27][C:28](/[CH:31]=[CH:32]/[C:33]([OH:35])=[O:34])=[CH:29][CH:30]=3)=[C:8](/[C:4]3[CH:5]=[CH:6][CH:7]=[C:2]([O:1][C:44]4[CH:45]=[N:46][C:41]([CH3:40])=[CH:42][CH:43]=4)[CH:3]=3)\[CH2:38][CH3:39])=[CH:18][CH:17]=2)[CH:13]=[N:14]1. Procedure: The title compound was prepared from (E)-ethyl 3-(4-((E)-2-(3-hydroxyphenyl)-1-(1-(tetrahydro-2H-pyran-2-yl)-1H-indazol-5-yl)but-1-en-1-yl)phenyl)acrylate (Compound 346, Step 1) and (6-methylpyridin-3-yl)boronic acid following the procedure outlined for Intermediate 65 and then General Procedures F and G. LCMS: 502 (M+H)+.